From a dataset of the Open Reaction Database (ORD), a public repository of structured organic reaction records. describe an organic reaction: reactants, conditions, products, and yield The reactants are CC(=O)[O-], CC(=O)[O-], N=C(c1ccccc1)c1ccccc1, O=C([O-])[O-], Cc1ccccc1, CCOC(C)=O, [Cs+], [Cs+], COCC1CN(CCN2CCN(C(=O)c3cc(C(F)(F)F)cc(C(F)(F)F)c3)C(Cc3ccc(C)c(OS(=O)(=O)C(F)(F)F)c3)C2)CCO1, O, [Pd+2], c1ccc(P(c2ccccc2)c2ccc3ccccc3c2-c2c(P(c3ccccc3)c3ccccc3)ccc3ccccc23)cc1. Yields the product COCC1CN(CCN2CCN(C(=O)c3cc(C(F)(F)F)cc(C(F)(F)F)c3)C(Cc3ccc(C)c(N=C(c4ccccc4)c4ccccc4)c3)C2)CCO1. Reaction SMILES: [C:123]([O-:124])(=[O:125])[CH3:126].[C:128]([O-:129])(=[O:130])[CH3:131].[C:50]([c:51]1[cH:52][cH:53][cH:54][cH:55][cH:56]1)([c:57]1[cH:58][cH:59][cH:60][cH:61][cH:62]1)=[NH:63].[C:64](=[O:65])([O-:66])[O-:67].[CH3:116][c:117]1[cH:118][cH:119][cH:120][cH:121][cH:122]1.[CH3:132][CH2:133][O:134][C:135](=[O:136])[CH3:137].[Cs+:68].[Cs+:69].[F:1][C:2]([c:3]1[cH:4][c:5]([C:6](=[O:7])[N:8]2[CH:9]([CH2:25][c:26]3[cH:27][c:28]([O:33][S:34]([C:35]([F:36])([F:37])[F:38])(=[O:39])=[O:40])[c:29]([CH3:32])[cH:30][cH:31]3)[CH2:10][N:11]([CH2:14][CH2:15][N:16]3[CH2:17][CH:18]([CH2:22][O:23][CH3:24])[O:19][CH2:20][CH2:21]3)[CH2:12][CH2:13]2)[cH:41][c:42]([C:44]([F:45])([F:46])[F:47])[cH:43]1)([F:48])[F:49].[OH2:138].[Pd+2:127].[c:70]1([P:71]([c:72]2[cH:73][cH:74][cH:75][cH:76][cH:77]2)[c:78]2[cH:79][cH:80][c:81]3[c:82]([cH:83][cH:84][cH:85][cH:86]3)[c:87]2-[c:88]2[c:89]3[c:90]([cH:91][cH:92][cH:93][cH:94]3)[cH:95][cH:96][c:97]2[P:98]([c:99]2[cH:100][cH:101][cH:102][cH:103][cH:104]2)[c:105]2[cH:106][cH:107][cH:108][cH:109][cH:110]2)[cH:111][cH:112][cH:113][cH:114][cH:115]1>>[F:1][C:2]([c:3]1[cH:4][c:5]([C:6](=[O:7])[N:8]2[CH:9]([CH2:25][c:26]3[cH:27][c:28]([N:63]=[C:50]([c:51]4[cH:52][cH:53][cH:54][cH:55][cH:56]4)[c:57]4[cH:58][cH:59][cH:60][cH:61][cH:62]4)[c:29]([CH3:32])[cH:30][cH:31]3)[CH2:10][N:11]([CH2:14][CH2:15][N:16]3[CH2:17][CH:18]([CH2:22][O:23][CH3:24])[O:19][CH2:20][CH2:21]3)[CH2:12][CH2:13]2)[cH:41][c:42]([C:44]([F:45])([F:46])[F:47])[cH:43]1)([F:48])[F:49].